Dataset: the Open Reaction Database (ORD), a public repository of structured organic reaction records. Task: describe an organic reaction: reactants, conditions, products, and yield Reactants: CN(C)CN1C=NC=C1 (1-[(dimethylamino)methyl]-imidazole), CC(C)(C)C1=NC(=NC(=C1O)C(C)(C)C)C(=O)N(C)OC (4,6-bis(1,1-dimethylethyl)-5-hydroxy-N-methoxy-N-methyl-2-pyrimidinecarboxamide), solution, C(CCC)[Li] (n-butyllithium). Solvent: O1CCCC1 (tetrahydrofuran), O1CCCC1 (tetrahydrofuran), hexanes. Reaction conditions: temperature -78 celsius, time 1 hour. Yields the product CC(C)(C)C1=NC(=NC(=C1O)C(C)(C)C)C(=O)C=1NC=CN1 ([4,6-Bis(1,1-dimethylethyl)-5-hydroxy-2-pyrimidinyl](1H-imidazol-2-yl)methanone). Isolated yield 83.7%. As a reaction SMILES: CN(C[N:5]1[CH:9]=[CH:8][N:7]=[CH:6]1)C.C([Li])CCC.[CH3:15][C:16]([C:19]1[C:24]([OH:25])=[C:23]([C:26]([CH3:29])([CH3:28])[CH3:27])[N:22]=[C:21]([C:30](N(OC)C)=[O:31])[N:20]=1)([CH3:18])[CH3:17]>O1CCCC1>[CH3:18][C:16]([C:19]1[C:24]([OH:25])=[C:23]([C:26]([CH3:29])([CH3:28])[CH3:27])[N:22]=[C:21]([C:30]([C:6]2[NH:5][CH:9]=[CH:8][N:7]=2)=[O:31])[N:20]=1)([CH3:15])[CH3:17]. Procedure: To a solution of 1-[(dimethylamino)methyl]-imidazole (0.70 g, 5.6 mmol) (See Katritzky, A. R.; Rewcastle, G. W.; Fan, W-Q; J. Org. Chem. 1988, 53, 5688) in tetrahydrofuran (10 mL) at -78° C. under nitrogen atmosphere is added a 1.58M solution of n-butyllithium (3.60 mL, 5.69 mmol) in hexanes dropwise. The resulting mixture is stirred 1 hour at -78° C., warmed to ~0° C., and stirred 0.5 hours. After cooling to -78° C., 4,6-bis(1,1-dimethylethyl)-5-hydroxy-N-methoxy-N-methyl-2-pyrimidinecarboxamid... The reactants are COC(=O)c1ccc(CCc2cccnc2CCc2ccccc2)cc1, CCO, [Na+], [OH-]. The product is O=C(O)c1ccc(CCc2cccnc2CCc2ccccc2)cc1. As a reaction SMILES: [CH2:1]([CH2:2][c:3]1[cH:4][cH:5][cH:6][cH:7][cH:8]1)[c:9]1[n:10][cH:11][cH:12][cH:13][c:14]1[CH2:15][CH2:16][c:17]1[cH:18][cH:19][c:20]([C:21](=[O:22])[O:23][CH3:24])[cH:25][cH:26]1.[CH3:29][CH2:30][OH:31].[Na+:28].[OH-:27]>>[CH2:1]([CH2:2][c:3]1[cH:4][cH:5][cH:6][cH:7][cH:8]1)[c:9]1[n:10][cH:11][cH:12][cH:13][c:14]1[CH2:15][CH2:16][c:17]1[cH:18][cH:19][c:20]([C:21](=[O:22])[OH:23])[cH:25][cH:26]1. The reactants are C(C)(C)C1=CC=C(C=C1)C1=CC(SC2=CC=C(C=C12)C#CC1=CC=C(C(=O)OCC)C=C1)(C)C (ethyl 4-[[4-(4-isopropylphenyl)-2,2-dimethyl-(2H)-thiochromen-6-yl]-ethynyl]-benzoate), C(C)(C)C1=CC=C(C=C1)C1=CC(SC2=CC=C(C=C12)C#CC1=CC=C(C(=O)OCC)C=C1)(C)C (ethyl 4-[[4-(4-isopropylphenyl)-2,2-dimethyl-(2H)-thiochromen-6-yl]-ethynyl]-benzoate), [OH-].[Na+] (NaOH), aqueous solution, Cl (HCl). Run in C1CCOC1 (THF), CCO (EtOH). Reaction conditions: temperature 45 celsius, time 8 hour. The product is C(C)C1=CC=C(C=C1)C1=CC(SC2=CC=C(C=C12)CCC1=CC=C(C(=O)O)C=C1)(C)C (4-[[4-(4-ethylphenyl)-2,2-dimethyl-(2H)-thiochromen-6-yl]-ethyl]-benzoic acid). Isolated yield 95.8%. RXN SMILES: [CH:1]([C:4]1[CH:9]=[CH:8][C:7]([C:10]2[C:19]3[C:14](=[CH:15][CH:16]=[C:17]([C:20]#[C:21][C:22]4[CH:32]=[CH:31][C:25]([C:26]([O:28]CC)=[O:27])=[CH:24][CH:23]=4)[CH:18]=3)[S:13][C:12]([CH3:34])([CH3:33])[CH:11]=2)=[CH:6][CH:5]=1)(C)[CH3:2].[OH-].[Na+].Cl>C1COCC1.CCO>[CH2:1]([C:4]1[CH:5]=[CH:6][C:7]([C:10]2[C:19]3[C:14](=[CH:15][CH:16]=[C:17]([CH2:20][CH2:21][C:22]4[CH:23]=[CH:24][C:25]([C:26]([OH:28])=[O:27])=[CH:31][CH:32]=4)[CH:18]=3)[S:13][C:12]([CH3:33])([CH3:34])[CH:11]=2)=[CH:8][CH:9]=1)[CH3:2] |f:1.2|. Procedure details: To a solution of ethyl 4-[[4-(4-isopropylphenyl)-2,2-dimethyl-(2H)-thiochromen-6-yl]-ethynyl]-benzoate (Compound 228, 89.0 mg, 0.19 mmol) in 3.0 mL THF and 3.0 mL EtOH was added NaOH (80.0 mg, 2.0 mmol, 2.0 mL of a 1M aqueous solution). The resulting solution was heated to 45° C. and stirred overnight. Upon cooling to room temperature the reaction mixture was acidified with 10% aqueous HCl and extracted with EtOAc. The combined organic layers were washed with H2O, saturated aqueous NaCl, and dri... The reactants are CC(C)(C)OC(=O)NCC1CCN(c2nc(Nc3ccc4c(c3)CCC(=O)N4)ncc2F)CC1, O=C(O)C(F)(F)F. Product: NCC1CCN(c2nc(Nc3ccc4c(c3)CCC(=O)N4)ncc2F)CC1. As a reaction SMILES: [F:1][c:2]1[c:3]([N:20]2[CH2:21][CH2:22][CH:23]([CH2:26][NH:27][C:28](=[O:29])[O:30][C:31]([CH3:32])([CH3:33])[CH3:34])[CH2:24][CH2:25]2)[n:4][c:5]([NH:8][c:9]2[cH:10][c:11]3[c:16]([cH:17][cH:18]2)[NH:15][C:14](=[O:19])[CH2:13][CH2:12]3)[n:6][cH:7]1.[F:35][C:36]([F:37])([F:38])[C:39]([OH:40])=[O:41]>>[F:1][c:2]1[c:3]([N:20]2[CH2:21][CH2:22][CH:23]([CH2:26][NH2:27])[CH2:24][CH2:25]2)[n:4][c:5]([NH:8][c:9]2[cH:10][c:11]3[c:16]([cH:17][cH:18]2)[NH:15][C:14](=[O:19])[CH2:13][CH2:12]3)[n:6][cH:7]1. Reactants: C[C@H]1OC2=C(C1)C(=C(C=C2N)C)C2=CC=NC=C2 ((R)-2,5-dimethyl-4-(pyridin-4-yl)-2,3-dihydrobenzofuran-7-amine), BrC1=C(C=C(C2=C1C[C@@H](O2)C)N)C ((S)-4-bromo-2,5-dimethyl-2,3-dihydrobenzofuran-7-amine). Product: C[C@@H]1OC2=C(C1)C(=C(C=C2N)C)C2=CC=NC=C2 ((S)-2,5-dimethyl-4-(pyridin-4-yl)-2,3-dihydrobenzofuran-7-amine). Reaction SMILES: [CH3:1][C@@H:2]1[CH2:6][C:5]2[C:7]([C:13]3[CH:18]=[CH:17][N:16]=[CH:15][CH:14]=3)=[C:8]([CH3:12])[CH:9]=[C:10]([NH2:11])[C:4]=2[O:3]1.BrC1C2C[C@H](C)OC=2C(N)=CC=1C>>[CH3:1][C@H:2]1[CH2:6][C:5]2[C:7]([C:13]3[CH:18]=[CH:17][N:16]=[CH:15][CH:14]=3)=[C:8]([CH3:12])[CH:9]=[C:10]([NH2:11])[C:4]=2[O:3]1. Reported procedure: The title compound 5g was prepared according to the method for preparation of compound 3h of Example 3 by replacing 3g with 5f. MS-ESI (m/z): 241 (M+1)+. Product: NC=1C(=C(C=CC1)C(F)(F)F)C (3-amino-2-methylbenzotrifluoride). RXN SMILES: [NH2:1][C:2]1[C:3]([CH2:13]SC)=[C:4]([C:9]([F:12])([F:11])[F:10])[CH:5]=[CH:6][C:7]=1Cl.NC1C(CSC)=C(C(F)(F)F)C=CC=1Br.NC1C(CSC)=C(C(F)(F)F)C=CC=1I.NC1C(CSC)=C(C(F)(F)F)C=CC=1C.NC1C(SC)=C(C(F)(F)F)C=CC=1SCC.NC1C(CSC)=C(C(F)(F)F)C=CC=1SCCC.NC1C(CSC)=C(C(F)(F)F)C=CC=1SCCCC.NC1C(CSC)=C(C(F)(F)F)C=CC=1SCCCCCCC.NC1C(CSC)=C(C(F)(F)F)C=CC=1SCCCCCCCC>>[NH2:1][C:2]1[C:3]([CH3:13])=[C:4]([C:9]([F:10])([F:11])[F:12])[CH:5]=[CH:6][CH:7]=1. Procedure details: Similarly, the 3-amino-4-chloro-2-methylthiomethylbenzotrifluoride may be replaced with equivalent quantities of 3-amino-4-bromo-2-methylthiomethylbenzotrifluoride, 3-amino-4-iodo-2-methylthiomethylbenzotrifluoride, 3-amino-4-methyl-2-methylthiomethylbenzotrifluoride, 3-amino-4-ethylthio-2-methylthiobenzotrifluoride, 3-amino-4-n-propylthio-2-methylthiomethylbenzotrifluoride, 3-amino-4-n-butylthio-2-methylthiomethylbenzotrifluoride, 3-amino-4-heptylthio-2-methylthiomethylbenzotrifluoride, or 3-am... Reactants: NC=1C(=C(C=CC1Cl)C(F)(F)F)CSC (3-amino-4-chloro-2-methylthiomethylbenzotrifluoride), NC=1C(=C(C=CC1SCC)C(F)(F)F)SC (3-amino-4-ethylthio-2-methylthiobenzotrifluoride), NC=1C(=C(C=CC1C)C(F)(F)F)CSC (3-amino-4-methyl-2-methylthiomethylbenzotrifluoride), NC=1C(=C(C=CC1SCCCCCCC)C(F)(F)F)CSC (3-amino-4-heptylthio-2-methylthiomethylbenzotrifluoride), NC=1C(=C(C=CC1SCCCCCCCC)C(F)(F)F)CSC (3-amino-4-octylthio-2-methylthiomethylbenzotrifluoride), NC=1C(=C(C=CC1SCCCC)C(F)(F)F)CSC (3-amino-4-n-butylthio-2-methylthiomethylbenzotrifluoride), NC=1C(=C(C=CC1Br)C(F)(F)F)CSC (3-amino-4-bromo-2-methylthiomethylbenzotrifluoride), NC=1C(=C(C=CC1I)C(F)(F)F)CSC (3-amino-4-iodo-2-methylthiomethylbenzotrifluoride), NC=1C(=C(C=CC1SCCC)C(F)(F)F)CSC (3-amino-4-n-propylthio-2-methylthiomethylbenzotrifluoride).